describe an organic reaction: reactants, conditions, products, and yield From a dataset of the Open Reaction Database (ORD), a public repository of structured organic reaction records. Reactants: ClCCl, CCOC(=O)C(Cc1cnc(NC(=O)OC(C)(C)C)c(Cl)c1)C(=O)OCC, CCO, [K+], [OH-]. Yields the product CCOC(=O)C(Cc1cnc(NC(=O)OC(C)(C)C)c(Cl)c1)C(=O)O. RXN SMILES: [CH2:33]([Cl:34])[Cl:35].[CH2:3]([CH3:4])[O:5][C:6]([CH:7]([C:8](=[O:9])[O:10][CH2:11][CH3:12])[CH2:13][c:14]1[cH:15][n:16][c:17]([NH:21][C:22](=[O:23])[O:24][C:25]([CH3:26])([CH3:27])[CH3:28])[c:18]([Cl:20])[cH:19]1)=[O:29].[CH3:30][CH2:31][OH:32].[K+:2].[OH-:1]>>[CH2:3]([CH3:4])[O:5][C:6]([CH:7]([C:8](=[O:9])[OH:10])[CH2:13][c:14]1[cH:15][n:16][c:17]([NH:21][C:22](=[O:23])[O:24][C:25]([CH3:26])([CH3:27])[CH3:28])[c:18]([Cl:20])[cH:19]1)=[O:29]. Starting materials: NC1=C(C=NN1C1=CC(=C(C=C1)OCC(C)C)C#N)C(=O)OCC (ethyl 5-amino-1-(3-cyano-4-isobutoxyphenyl)-pyrazole-4-carboxylate), [OH-].[Na+] (sodium hydroxide), C(C)(=O)O (acetic acid), O (water). The solvent is C(C)O (ethanol). Yields the product NC1=C(C=NN1C1=CC(=C(C=C1)OCC(C)C)C#N)C(=O)O (5-amino-1-(3-cyano-4-isobutoxyphenyl)pyrazole-4-carboxylic acid). The yield is 43.7%. As a reaction SMILES: [NH2:1][C:2]1[N:6]([C:7]2[CH:12]=[CH:11][C:10]([O:13][CH2:14][CH:15]([CH3:17])[CH3:16])=[C:9]([C:18]#[N:19])[CH:8]=2)[N:5]=[CH:4][C:3]=1[C:20]([O:22]CC)=[O:21].[OH-].[Na+].O.C(O)(=O)C>C(O)C>[NH2:1][C:2]1[N:6]([C:7]2[CH:12]=[CH:11][C:10]([O:13][CH2:14][CH:15]([CH3:17])[CH3:16])=[C:9]([C:18]#[N:19])[CH:8]=2)[N:5]=[CH:4][C:3]=1[C:20]([OH:22])=[O:21] |f:1.2|. Procedure: To a solution (10 ml) of ethyl 5-amino-1-(3-cyano-4-isobutoxyphenyl)-pyrazole-4-carboxylate (1 g) in ethanol was added 5 N aqueous sodium hydroxide solution (1 ml) with string, and the mixture was refluxed under heating for 2 hours. After the completion of the reaction, the reaction mixture was poured into water, and the mixture was neutralized with acetic acid. The precipitated crystals were recrystallized from a mixed solvent of dioxane and water to give 0.4 g of 5-amino-1-(3-cyano-4-isobutoxy... Starting materials: CC1=C(C(=O)NCCCCCC(=O)OC)C=CC=C1C1=C(C=C(C=C1)OC)OC (methyl 6-(2-methyl-3-(2,4-dimethoxyphenyl)-benzamido)hexanoate), O.[OH-].[Li+] (lithium hydroxide monohydrate). The solvent is C1CCOC1.O (THF H2O). The product is CC1=C(C(=O)NCCCCCC(=O)O)C=CC=C1C1=C(C=C(C=C1)OC)OC (6-(2-methyl-3-(2,4-dimethoxyphenyl)-benzamido)hexanoic acid). Yield: 93.4%. Reaction SMILES: [CH3:1][C:2]1[C:19]([C:20]2[CH:25]=[CH:24][C:23]([O:26][CH3:27])=[CH:22][C:21]=2[O:28][CH3:29])=[CH:18][CH:17]=[CH:16][C:3]=1[C:4]([NH:6][CH2:7][CH2:8][CH2:9][CH2:10][CH2:11][C:12]([O:14]C)=[O:13])=[O:5].O.[OH-].[Li+]>C1COCC1.O>[CH3:1][C:2]1[C:19]([C:20]2[CH:25]=[CH:24][C:23]([O:26][CH3:27])=[CH:22][C:21]=2[O:28][CH3:29])=[CH:18][CH:17]=[CH:16][C:3]=1[C:4]([NH:6][CH2:7][CH2:8][CH2:9][CH2:10][CH2:11][C:12]([OH:14])=[O:13])=[O:5] |f:1.2.3,4.5|. Procedure: The procedure of the step 2 in Example 92 was repeated except that methyl 6-(2-methyl-3-(2,4-dimethoxyphenyl)-benzamido)hexanoate (30 mg, 0.075 mmol) and lithium hydroxide monohydrate (6 mg, 0.15 mmol) were dissolved in 3 mL of THF/H2O (2:1) to obtain the title compound (27 mg, 94%). The reactants are CC(=O)CC(=O)c1cccc(C)c1, Cc1oc(-c2ccccc2)nc1CCOc1ccc(CC(N)C(=O)O)cc1. The product is CC(=CC(=O)c1cccc(C)c1)NC(Cc1ccc(OCCc2nc(-c3ccccc3)oc2C)cc1)C(=O)O. RXN SMILES: [CH3:28][c:29]1[cH:30][c:31]([C:35]([CH2:36][C:37]([CH3:38])=[O:39])=[O:40])[cH:32][cH:33][cH:34]1.[NH2:1][CH:2]([C:3](=[O:4])[OH:5])[CH2:6][c:7]1[cH:8][cH:9][c:10]([O:13][CH2:14][CH2:15][c:16]2[n:17][c:18](-[c:22]3[cH:23][cH:24][cH:25][cH:26][cH:27]3)[o:19][c:20]2[CH3:21])[cH:11][cH:12]1>>[NH:1]([CH:2]([C:3](=[O:4])[OH:5])[CH2:6][c:7]1[cH:8][cH:9][c:10]([O:13][CH2:14][CH2:15][c:16]2[n:17][c:18](-[c:22]3[cH:23][cH:24][cH:25][cH:26][cH:27]3)[o:19][c:20]2[CH3:21])[cH:11][cH:12]1)[C:37](=[CH:36][C:35]([c:31]1[cH:30][c:29]([CH3:28])[cH:34][cH:33][cH:32]1)=[O:40])[CH3:38]. The reactants are C(C=C)S (allylmercaptan), [Na] (sodium), OCCOC=1N=NC(=CC1)Cl (3-(2-hydroxyethoxy)-6-chloropyridazine). Run in CO (methanol). Product: OCCOC=1N=NC(=CC1)SCC=C (3-(2-hydroxyethoxy)-6-allylthiopyridazine). As a reaction SMILES: [Na].[CH2:2]([SH:5])[CH:3]=[CH2:4].[OH:6][CH2:7][CH2:8][O:9][C:10]1[N:11]=[N:12][C:13](Cl)=[CH:14][CH:15]=1>CO>[OH:6][CH2:7][CH2:8][O:9][C:10]1[N:11]=[N:12][C:13]([S:5][CH2:2][CH:3]=[CH2:4])=[CH:14][CH:15]=1 |^1:0|. Procedure details: 0.23 g(0.01 mol) of metallic sodium was dissolved in 30 ml of absolute methanol and then mixed with 1.00 ml(0.01 mol) of allylmercaptan. To this mixture was added 1.75 g(0.01 mol) of 3-(2-hydroxyethoxy)-6-chloropyridazine. The reaction solution was refluxed for 24 hours and then treated according to the same manner as Example 1 to obtain the title compound as a pale white needle crystal. The reactants are NC(CO)CC1=C(C=NC=C1)OC (2-amino-3-(3-methoxy-pyridin-4-yl)-1-propanol), C(C)(C)(C)N=C=S (tert-butylisothiocyanate), C(C)(C)(C)N=C=S (tert-butylisothiocyanate). Run in C(C)O (ethanol). Conditions: temperature 20 celsius, time 18 hour. The product is C(C)(C)(C)NC(=S)NC(CO)CC1=C(C=NC=C1)OC (N-(tert-Butyl)-N′-[2-hydroxy-1-(3-methoxy-pyridin-4-ylmethyl) ethyl]-thiourea). As a reaction SMILES: [NH2:1][CH:2]([CH2:5][C:6]1[CH:11]=[CH:10][N:9]=[CH:8][C:7]=1[O:12][CH3:13])[CH2:3][OH:4].[C:14]([N:18]=[C:19]=[S:20])([CH3:17])([CH3:16])[CH3:15]>C(O)C>[C:14]([NH:18][C:19]([NH:1][CH:2]([CH2:5][C:6]1[CH:11]=[CH:10][N:9]=[CH:8][C:7]=1[O:12][CH3:13])[CH2:3][OH:4])=[S:20])([CH3:17])([CH3:16])[CH3:15]. Reported procedure: To a solution of 0.3 g of 2-amino-3-(3-methoxy-pyridin-4-yl)-1-propanol in 50 mL of absolute ethanol, about 0.337 mL of tert-butylisothiocyanate is added then the reaction medium is stirred under an inert atmosphere at a temperature of about 20° C. for 18 hours. About 0.337 mL of tert-butylisothiocyanate is added again and the reaction mixture is heated at a temperature of about 60° C. for 4 hours. After cooling, the reaction medium is concentred under reduced pressure (2 kPa) at a temperature o... Reactants: FC1=C(C=C(C(=O)Cl)C=C1)[N+](=O)[O-] (4-Fluoro-3-nitro-benzoyl chloride), S1C(=NN=C1)N ([1,3,4]Thiadiazol-2-ylamine). As a reaction SMILES: [F:1][C:2]1[CH:10]=[CH:9][C:5]([C:6](Cl)=[O:7])=[CH:4][C:3]=1[N+:11]([O-:13])=[O:12].[S:14]1[CH:18]=[N:17][N:16]=[C:15]1[NH2:19]>>[F:1][C:2]1[CH:10]=[CH:9][C:5]([C:6]([NH:19][C:15]2[S:14][CH:18]=[N:17][N:16]=2)=[O:7])=[CH:4][C:3]=1[N+:11]([O-:13])=[O:12]. Procedure details: The product from Example 172a was reacted with [1,3,4]Thiadiazol-2-ylamine (149 mg, 1.474 mmol) according to the procedure from Example 172b to provide the title compound (272 mg, 67%). Isolated yield 67.0%. Yields the product FC1=C(C=C(C(=O)NC=2SC=NN2)C=C1)[N+](=O)[O-] (4-Fluoro-3-nitro-N-[1,3,4]thiadiazol-2-yl-benzamide).